This data is from the Open Reaction Database (ORD), a public repository of structured organic reaction records. The task is: describe an organic reaction: reactants, conditions, products, and yield Starting materials: BrCC#Cc1ccccc1, CCOCc1nc2c(c(C)c(C)n3nnnc23)n1CCO, C#CCBr, CCOCC, CC(C)(C)OC(=O)NCCO. Yields the product CCOCc1nc2c(c(C)c(C)n3nnnc23)n1CCOCC#Cc1ccccc1. RXN SMILES: [Br:33][CH2:34][C:35]#[C:36][c:37]1[cH:38][cH:39][cH:40][cH:41][cH:42]1.[CH2:1]([CH3:2])[O:3][CH2:4][c:5]1[n:6]([CH2:19][CH2:20][OH:21])[c:7]2[c:8]([c:9]3[n:10]([c:11]([CH3:14])[c:12]2[CH3:13])[n:15][n:16][n:17]3)[n:18]1.[CH2:43]([Br:44])[C:45]#[CH:46].[CH3:47][CH2:48][O:49][CH2:50][CH3:51].[OH:22][CH2:23][CH2:24][NH:25][C:26](=[O:27])[O:28][C:29]([CH3:30])([CH3:31])[CH3:32]>>[CH2:1]([CH3:2])[O:3][CH2:4][c:5]1[n:6]([CH2:19][CH2:20][O:21][CH2:34][C:35]#[C:36][c:37]2[cH:38][cH:39][cH:40][cH:41][cH:42]2)[c:7]2[c:8]([c:9]3[n:10]([c:11]([CH3:14])[c:12]2[CH3:13])[n:15][n:16][n:17]3)[n:18]1. Reagents/catalysts: [Ni] (Raney nickel). Product: ClC1=C(N)C=C(C(=C1)OC(C(F)(F)F)(F)F)Cl (2,5-dichloro-4-pentafluoroethoxyaniline). Starting materials: ClC1=C(C=C(C(=C1)OC(C(F)(F)F)(F)F)Cl)[N+](=O)[O-] (2,5-dichloro-4-pentafluoroethoxynitrobenzene). As a reaction SMILES: [Cl:1][C:2]1[CH:7]=[C:6]([O:8][C:9]([F:15])([F:14])[C:10]([F:13])([F:12])[F:11])[C:5]([Cl:16])=[CH:4][C:3]=1[N+:17]([O-])=O>O1CCCC1.[Ni]>[Cl:1][C:2]1[CH:7]=[C:6]([O:8][C:9]([F:14])([F:15])[C:10]([F:12])([F:13])[F:11])[C:5]([Cl:16])=[CH:4][C:3]=1[NH2:17]. Reported procedure: 41 g of 2,5-dichloro-4-pentafluoroethoxynitrobenzene are dissolved in 410 ml of tetrahydrofuran and hydrogenated at room temperature for 32 hours in the presence of Raney nickel (H2 absorption: 7.62 l). The reaction mixture is filtered and concentrated and the residue is distilled. The title compound of formula ##STR13## is obtained in the form of a colourless liquid; b.p. 56°-61° C./0.04 torr. The solvent is O1CCCC1 (tetrahydrofuran). Reactants: O=P(Cc1ccc(Nc2ncc(C(F)(F)F)c(Cl)n2)cc1)(OCC(F)(F)F)OCC(F)(F)F, CN1Cc2c(C3CCC(O)CC3)ccc(N)c2C1=O. Yields the product CN1Cc2c(C3CCC(O)CC3)ccc(Nc3nc(Nc4ccc(CP(=O)(OCC(F)(F)F)OCC(F)(F)F)cc4)ncc3C(F)(F)F)c2C1=O. As a reaction SMILES: [Cl:1][c:2]1[n:3][c:4]([NH:12][c:13]2[cH:14][cH:15][c:16]([CH2:17][P:18]([O:19][CH2:20][C:21]([F:22])([F:23])[F:24])([O:25][CH2:26][C:27]([F:28])([F:29])[F:30])=[O:31])[cH:32][cH:33]2)[n:5][cH:6][c:7]1[C:8]([F:9])([F:10])[F:11].[NH2:34][c:35]1[cH:36][cH:37][c:38]([CH:46]2[CH2:47][CH2:48][CH:49]([OH:52])[CH2:50][CH2:51]2)[c:39]2[c:43]1[C:42](=[O:44])[N:41]([CH3:45])[CH2:40]2>>[c:2]1([NH:34][c:35]2[cH:36][cH:37][c:38]([CH:46]3[CH2:47][CH2:48][CH:49]([OH:52])[CH2:50][CH2:51]3)[c:39]3[c:43]2[C:42](=[O:44])[N:41]([CH3:45])[CH2:40]3)[n:3][c:4]([NH:12][c:13]2[cH:14][cH:15][c:16]([CH2:17][P:18]([O:19][CH2:20][C:21]([F:22])([F:23])[F:24])([O:25][CH2:26][C:27]([F:28])([F:29])[F:30])=[O:31])[cH:32][cH:33]2)[n:5][cH:6][c:7]1[C:8]([F:9])([F:10])[F:11]. Reactants: [N+](=O)([O-])C1=C(C=CC=C1)SC[C@@H](NC(C)=O)C(=O)O (S-(o-nitrophenyl)-N-acetyl-D-cysteine). The solvent is S(O)(O)(=O)=O (sulfuric acid). Conditions: temperature 0 celsius. The product is [N+](=O)([O-])C1=C(C=CC=C1)SC[C@@H](N)C(=O)O (S-(o-Nitrophenyl)-D-cysteine). The yield is 100.0%. RXN SMILES: [N+:1]([C:4]1[CH:9]=[CH:8][CH:7]=[CH:6][C:5]=1[S:10][CH2:11][C@H:12]([C:17]([OH:19])=[O:18])[NH:13]C(=O)C)([O-:3])=[O:2]>S(=O)(=O)(O)O>[N+:1]([C:4]1[CH:9]=[CH:8][CH:7]=[CH:6][C:5]=1[S:10][CH2:11][C@H:12]([C:17]([OH:19])=[O:18])[NH2:13])([O-:3])=[O:2]. Procedure: A solution of 13.6 g (47.9 mmol) of S-(o-nitrophenyl)-N-acetyl-D-cysteine was refluxed in 57 mL of 18M sulfuric acid (H2SO4) for 1 hour. The bright yellow solution was cooled to 0° C. and concentrated. Ammonium hydroxide (NH4OH) was added to adjust the pH=5.4. The resulting precipitate was filtered and dried to yield 11.6 g (100% ) of product. The reactants are Cl.C(C1=CC=CC=C1)NC(CCC1=CC=C(C=C1)O)(C)C (4-(3-Benzylamino-3-methylbutyl)phenol hydrochloride), [H][H] (hydrogen). The reagents and catalysts are [Pd] (palladium on carbon). The solvent is CO (methanol). Reaction conditions: temperature 50 celsius, time 16 hour. The product is Cl.NC(CCC1=CC=C(C=C1)O)(C)C (4-(3-Amino-3-methylbutyl)phenol hydrochloride). The yield is 53.7%. As a reaction SMILES: [ClH:1].C([NH:9][C:10]([CH3:21])([CH3:20])[CH2:11][CH2:12][C:13]1[CH:18]=[CH:17][C:16]([OH:19])=[CH:15][CH:14]=1)C1C=CC=CC=1.[H][H]>[Pd].CO>[ClH:1].[NH2:9][C:10]([CH3:21])([CH3:20])[CH2:11][CH2:12][C:13]1[CH:14]=[CH:15][C:16]([OH:19])=[CH:17][CH:18]=1 |f:0.1,5.6|. Reported procedure: 4-(3-Benzylamino-3-methylbutyl)phenol hydrochloride (3.84 g, 12.6 mmol) and 10% palladium on carbon (0.8 g) were suspended in methanol (95 ml) in a hydrogenation apparatus. The vessel was sealed and shaken for 16 hours at 50° C. and a 60 psi hydrogen atmosphere. The resulting suspension was filtered through Celite and concentrated in vacuo to yield a white solid (1.46 g, 54%). NMR, MS.